Dataset: the Open Reaction Database (ORD), a public repository of structured organic reaction records. Task: describe an organic reaction: reactants, conditions, products, and yield Starting materials: ClCCl (dichloromethane), [Cl-].[NH4+] (ammonium chloride), C(C)(=O)N[C@H]([C@H](O)[C@@H]1N(CC2=C(C=CC(=C2C1)Br)OC)C(=O)OC(C)(C)C)CC1=CC(=CC(=C1)F)F (tert-butyl 3(R)-[(1S,2S)-2-(acetylamino)-3-(3,5-difluorophenyl)-1-hydroxypropyl]-5-bromo-8-methoxy-3,4-dihydroisoquinoline-2(1H)-carboxylate), [I-].C(C(C)(C)C)[Zn+] (neopentyl zinc iodide). Solvent: C(C)(=O)OCC (ethyl acetate), O1CCCC1 (tetrahydrofuran), O1CCCC1 (tetrahydrofuran). Reaction conditions: time 6 hour. The product is C(C)(=O)N[C@H]([C@H](O)[C@@H]1N(CC2=C(C=CC(=C2C1)CC(C)(C)C)OC)C(=O)OC(C)(C)C)CC1=CC(=CC(=C1)F)F (tert-Butyl 3(R)-[(1S,2S)-2-(Acetylamino)-3-(3,5-difluorophenyl)-1-hydroxypropyl]-5-(2,2-dimethylpropyl)-8-methoxy-3,4-dihydroisoquinoline-2(1H)-carboxylate). The yield is 46.0%. Reaction SMILES: [C:1]([NH:4][C@@H:5]([CH2:28][C:29]1[CH:34]=[C:33]([F:35])[CH:32]=[C:31]([F:36])[CH:30]=1)[C@@H:6]([C@H:8]1[CH2:17][C:16]2[C:11](=[C:12]([O:19][CH3:20])[CH:13]=[CH:14][C:15]=2Br)[CH2:10][N:9]1[C:21]([O:23][C:24]([CH3:27])([CH3:26])[CH3:25])=[O:22])[OH:7])(=[O:3])[CH3:2].ClCCl.[I-].[CH2:41]([Zn+])[C:42]([CH3:45])([CH3:44])[CH3:43].[Cl-].[NH4+]>O1CCCC1.C(OCC)(=O)C>[C:1]([NH:4][C@@H:5]([CH2:28][C:29]1[CH:34]=[C:33]([F:35])[CH:32]=[C:31]([F:36])[CH:30]=1)[C@@H:6]([C@H:8]1[CH2:17][C:16]2[C:11](=[C:12]([O:19][CH3:20])[CH:13]=[CH:14][C:15]=2[CH2:41][C:42]([CH3:45])([CH3:44])[CH3:43])[CH2:10][N:9]1[C:21]([O:23][C:24]([CH3:27])([CH3:26])[CH3:25])=[O:22])[OH:7])(=[O:3])[CH3:2] |f:2.3,4.5|. Procedure: Dissolve tert-butyl 3(R)-[(1S,2S)-2-(acetylamino)-3-(3,5-difluorophenyl)-1-hydroxypropyl]-5-bromo-8-methoxy-3,4-dihydroisoquinoline-2(1H)-carboxylate (46.0 mg, 0.0808 mmol) in tetrahydrofuran (1.00 mL) in a sealed tube flushed with nitrogen. Add [1,1′-bis(diphenylphosphino)ferrocene]dichloropalladium(II) complex with dichloromethane (1:1) (3.3 mg, 0.0040 mmol) and 0.500 M of neopentyl zinc iodide in tetrahydrofuran (0.808 mL) dropwise at room temperature. Stir the resulting green solution at roo... The reactants are CC(=O)OC(C)=O, O=CO, NNC(=O)N1Cc2ccccc2Oc2ccc(Cl)cc21, O, c1ccccc1. The product is O=CNNC(=O)N1Cc2ccccc2Oc2ccc(Cl)cc21. As a reaction SMILES: [CH3:27][C:28](=[O:29])[O:30][C:31](=[O:32])[CH3:33].[CH:34]([OH:35])=[O:36].[Cl:1][c:2]1[cH:3][c:4]2[c:5]([cH:19][cH:20]1)[O:6][c:7]1[c:8]([cH:15][cH:16][cH:17][cH:18]1)[CH2:9][N:10]2[C:11](=[O:12])[NH:13][NH2:14].[OH2:37].[cH:21]1[cH:22][cH:23][cH:24][cH:25][cH:26]1>>[Cl:1][c:2]1[cH:3][c:4]2[c:5]([cH:19][cH:20]1)[O:6][c:7]1[c:8]([cH:15][cH:16][cH:17][cH:18]1)[CH2:9][N:10]2[C:11](=[O:12])[NH:13][NH:14][CH:28]=[O:29]. Starting materials: O=S(=O)(CCl)c1ccccc1, COc1ccc([N+](=O)[O-])nc1C1OCCO1, CN(C)C=O. Product: COc1cc(CS(=O)(=O)c2ccccc2)c([N+](=O)[O-])nc1C1OCCO1. Reaction SMILES: [Cl:17][CH2:18][S:19](=[O:20])(=[O:21])[c:22]1[cH:23][cH:24][cH:25][cH:26][cH:27]1.[O:1]1[CH:2]([c:6]2[n:7][c:8]([N+:14](=[O:15])[O-:16])[cH:9][cH:10][c:11]2[O:12][CH3:13])[O:3][CH2:4][CH2:5]1.[O:28]=[CH:29][N:30]([CH3:31])[CH3:32]>>[O:1]1[CH:2]([c:6]2[n:7][c:8]([N+:14](=[O:15])[O-:16])[c:9]([CH2:18][S:19](=[O:20])(=[O:21])[c:22]3[cH:23][cH:24][cH:25][cH:26][cH:27]3)[cH:10][c:11]2[O:12][CH3:13])[O:3][CH2:4][CH2:5]1.